This data is from the Open Reaction Database (ORD), a public repository of structured organic reaction records. The task is: describe an organic reaction: reactants, conditions, products, and yield Starting materials: O=C([O-])[O-], CN1CCCC1=O, COc1cc2nccc(Cl)c2cc1OC, ClCCl, [Cs+], [Cs+], Nc1cccc2cc(O)ccc12, O. The product is COc1cc2nccc(Oc3ccc4c(N)cccc4c3)c2cc1OC. Reaction SMILES: [C:13](=[O:14])([O-:15])[O-:16].[CH3:35][N:36]1[CH2:37][CH2:38][CH2:39][C:40]1=[O:41].[Cl:19][c:20]1[cH:21][cH:22][n:23][c:24]2[cH:25][c:26]([O:32][CH3:33])[c:27]([O:30][CH3:31])[cH:28][c:29]12.[Cl:42][CH2:43][Cl:44].[Cs+:17].[Cs+:18].[NH2:1][c:2]1[c:3]2[cH:4][cH:5][c:6]([OH:12])[cH:7][c:8]2[cH:9][cH:10][cH:11]1.[OH2:34]>>[NH2:1][c:2]1[c:3]2[cH:4][cH:5][c:6]([O:12][c:20]3[cH:21][cH:22][n:23][c:24]4[cH:25][c:26]([O:32][CH3:33])[c:27]([O:30][CH3:31])[cH:28][c:29]34)[cH:7][c:8]2[cH:9][cH:10][cH:11]1. Starting materials: resultant mixture, C(CCCCCCC)O (Octyl alcohol), [Al] (aluminum), C(C1CO1)OCCCCCCCC (Octyl glycidyl ether). The reagents and catalysts are C1=CC(=CC=C1O)S(=O)(=O)O (p-phenolsulfonic acid). Conditions: temperature 95 celsius. The product is CCCCCCCCOCC(COCCCCCCCC)O (1,3-dioctyl glyceryl ether). Yield: 80.7%. Reaction SMILES: [CH2:1]([OH:9])[CH2:2][CH2:3][CH2:4][CH2:5][CH2:6][CH2:7][CH3:8].[Al].[CH2:11]([O:15][CH2:16][CH2:17][CH2:18][CH2:19][CH2:20][CH2:21][CH2:22][CH3:23])[CH:12]1[O:14][CH2:13]1>C1C(O)=CC=C(S(O)(=O)=O)C=1>[CH3:8][CH2:7][CH2:6][CH2:5][CH2:4][CH2:3][CH2:2][CH2:1][O:9][CH2:13][CH:12]([OH:14])[CH2:11][O:15][CH2:16][CH2:17][CH2:18][CH2:19][CH2:20][CH2:21][CH2:22][CH3:23]. Procedure details: Octyl alcohol (11.7 g; 0.09 mol), aluminum triisopropxide (0.36 g; 1.77 mmol) and p-phenolsulfonic acid (0.94 g; 5.40 mmol) were placed in a 100-ml four-necked flask and heated up to 95° C. while stirring them under nitrogen. Octyl glycidyl ether (17.1 g; 0.09 mol) was then added dropwise over 10 minutes, and the resultant mixture was stirred for 3 hours as it was. After completion of the reaction, the reaction mixture was washed with a 4N aqueous solution (40 ml) of sodium hydroxide and additio...